Dataset: the Open Reaction Database (ORD), a public repository of structured organic reaction records. Task: describe an organic reaction: reactants, conditions, products, and yield Reactants: Cl.COC=1C=C(C=CC1)C(=CCOCCN1C[C@@H](CCC1)C(=O)O)C1=C(C=CC=C1)C ((R)-N-(2-(3-(3-Methoxyphenyl)-3-(2-methylphenyl)-2-propen-1-yloxy)-ethyl)-3-piperidinecarboxylic acid hydrochloride). The reagents and catalysts are [Pd] (palladium on carbon). Solvent: CO (methanol). The product is Cl.COC=1C=C(C=CC1)C(CCOCCN1C[C@@H](CCC1)C(=O)O)C1=C(C=CC=C1)C ((R)-N-(2-(3-(3-Methoxyphenyl)-3-(2-methylphenyl)-1-propyloxy)ethyl)-3-piperidinecarboxylic acid hydrochloride). The yield is 14.9%. As a reaction SMILES: [ClH:1].[CH3:2][O:3][C:4]1[CH:5]=[C:6]([C:10]([C:25]2[CH:30]=[CH:29][CH:28]=[CH:27][C:26]=2[CH3:31])=[CH:11][CH2:12][O:13][CH2:14][CH2:15][N:16]2[CH2:21][CH2:20][CH2:19][C@@H:18]([C:22]([OH:24])=[O:23])[CH2:17]2)[CH:7]=[CH:8][CH:9]=1>[Pd].CO>[ClH:1].[CH3:2][O:3][C:4]1[CH:5]=[C:6]([CH:10]([C:25]2[CH:30]=[CH:29][CH:28]=[CH:27][C:26]=2[CH3:31])[CH2:11][CH2:12][O:13][CH2:14][CH2:15][N:16]2[CH2:21][CH2:20][CH2:19][C@@H:18]([C:22]([OH:24])=[O:23])[CH2:17]2)[CH:7]=[CH:8][CH:9]=1 |f:0.1,4.5|. Procedure: The acid prepared in Example 30 (2.0 g, 4.5 mmol) was dissolved into methanol (50 ml) and stirred under an atmosphere of hydrogen for 1 h at room temperature in the presence of 10% palladium on carbon catalyst (65% aqueous paste) and then filtered. The filtrate was evaporated to dryness leaving a solid residue which was recrystallised from a mixture of acetone and ethyl acetate to give 0.30 g (23%) of the title compound. Starting materials: BrC1=CC(=C(C=C1)C(C(C(F)(F)F)(O)C1=CC2=C(N(C(N2C)=O)C)C=C1)C)Cl (5-[2-(4-bromo-2-chloro-phenyl)-1-hydroxy-1-trifluoromethyl-propyl]-1,3-dimethyl-1,3-dihydro-benzoimidazol-2-one), C(=O)([O-])[O-].[Cs+].[Cs+] (Cs2CO3), FC=1C=C(C=CC1C(=O)OC)B(O)O (3-fluoro-4-methoxycarbonylphenylboronic acid), [Li+].[OH-] (LiOH). The reagents and catalysts are C1=CC=C(C=C1)P([C-]2C=CC=C2)C3=CC=CC=C3.C1=CC=C(C=C1)P([C-]2C=CC=C2)C3=CC=CC=C3.Cl[Pd]Cl.[Fe+2] (dichloro[1,1′-bis(diphenylphosphino) ferrocene]palladium(II)). The solvent is C(=O)O (HCOOH), O1CCOCC1 (dioxane). Conditions: time 20 minute. Product: ClC=1C=C(C=CC1C(C(C(F)(F)F)(O)C1=CC2=C(N(C(N2C)=O)C)C=C1)C)C1=CC(=C(C=C1)C(=O)O)F (3′-Chloro-4′-[2-(1,3-dimethyl-2-oxo-2,3-dihydro-1H-benzoimidazol-5-yl)-3,3,3-trifluoro-2-hydroxy-1-methyl-propyl]-3-fluoro-biphenyl-4-carboxylic acid). As a reaction SMILES: Br[C:2]1[CH:7]=[CH:6][C:5]([CH:8]([CH3:27])[C:9]([C:15]2[CH:26]=[CH:25][C:18]3[N:19]([CH3:24])[C:20](=[O:23])[N:21]([CH3:22])[C:17]=3[CH:16]=2)([OH:14])[C:10]([F:13])([F:12])[F:11])=[C:4]([Cl:28])[CH:3]=1.C([O-])([O-])=O.[Cs+].[Cs+].[F:35][C:36]1[CH:37]=[C:38](B(O)O)[CH:39]=[CH:40][C:41]=1[C:42]([O:44]C)=[O:43].[Li+].[OH-]>O1CCOCC1.C1C=CC(P(C2C=CC=CC=2)[C-]2C=CC=C2)=CC=1.C1C=CC(P(C2C=CC=CC=2)[C-]2C=CC=C2)=CC=1.Cl[Pd]Cl.[Fe+2].C(O)=O>[Cl:28][C:4]1[CH:3]=[C:2]([C:38]2[CH:39]=[CH:40][C:41]([C:42]([OH:44])=[O:43])=[C:36]([F:35])[CH:37]=2)[CH:7]=[CH:6][C:5]=1[CH:8]([CH3:27])[C:9]([C:15]1[CH:26]=[CH:25][C:18]2[N:19]([CH3:24])[C:20](=[O:23])[N:21]([CH3:22])[C:17]=2[CH:16]=1)([OH:14])[C:10]([F:13])([F:12])[F:11] |f:1.2.3,5.6,8.9.10.11|. Procedure details: A mixture of 5-[2-(4-bromo-2-chloro-phenyl)-1-hydroxy-1-trifluoromethyl-propyl]-1,3-dimethyl-1,3-dihydro-benzoimidazol-2-one (40 mg), dichloro[1,1′-bis(diphenylphosphino) ferrocene]palladium(II) (7 mg), Cs2CO3 (82 mg) and 3-fluoro-4-methoxycarbonylphenylboronic acid (CAS Reg. No. 505083-04-5, 33 mg) in dioxane (2 ml) was heated at 80° C. for 20 min in a sealed tube. 1N aqeuos LiOH solution (1 ml) was added and stirred for 20 min at room temperature. The mixture was acidified with HCOOH and then ...